Task: describe an organic reaction: reactants, conditions, products, and yield. Dataset: the Open Reaction Database (ORD), a public repository of structured organic reaction records Product: CCOC(=O)c1cc(C)c(Cl)s1. Starting materials: CCOC(=O)c1cc(C)cs1, CC#N, [Na+], [Na+], O=S(=O)(Cl)Cl, O=S([O-])([O-])=S. Reaction SMILES: [CH2:1]([CH3:2])[O:3][C:4](=[O:5])[c:6]1[s:7][cH:8][c:9]([CH3:11])[cH:10]1.[CH3:24][C:25]#[N:26].[Na+:22].[Na+:23].[S:12]([Cl:13])(=[O:14])([Cl:15])=[O:16].[S:17]([O-:18])([O-:19])(=[O:20])=[S:21]>>[CH2:1]([CH3:2])[O:3][C:4](=[O:5])[c:6]1[s:7][c:8]([Cl:15])[c:9]([CH3:11])[cH:10]1. Starting materials: ClCCl, CC(C)(C)OC(=O)N1CC2CN(c3cncc(C(=O)Nc4cc(F)cc(F)c4)n3)CC2C1, O=C(O)C(F)(F)F. Yields the product O=C(Nc1cc(F)cc(F)c1)c1cncc(N2CC3CNCC3C2)n1, O=C(O)C(F)(F)F. Reaction SMILES: [Cl:40][CH2:41][Cl:42].[F:1][c:2]1[cH:3][c:4]([NH:9][C:10](=[O:11])[c:12]2[cH:13][n:14][cH:15][c:16]([N:18]3[CH2:19][CH:20]4[CH:21]([CH2:22]3)[CH2:23][N:24]([C:26]([O:27][C:28]([CH3:29])([CH3:30])[CH3:31])=[O:32])[CH2:25]4)[n:17]2)[cH:5][c:6]([F:8])[cH:7]1.[F:33][C:34]([C:35](=[O:36])[OH:37])([F:38])[F:39]>>[F:1][c:2]1[cH:3][c:4]([NH:9][C:10](=[O:11])[c:12]2[cH:13][n:14][cH:15][c:16]([N:18]3[CH2:19][CH:20]4[CH:21]([CH2:22]3)[CH2:23][NH:24][CH2:25]4)[n:17]2)[cH:5][c:6]([F:8])[cH:7]1.[F:33][C:34]([C:35](=[O:36])[OH:37])([F:38])[F:39]. The reactants are [Br-], C1CCOC1, C[Mg+], [Cl-], O=C(Nc1cnn(Cc2coc(C(O)O)n2)n1)OCc1ccccc1Cl, N#N, [NH4+]. The product is CC(O)c1nc(Cn2ncc(NC(=O)OCc3ccccc3Cl)n2)co1. Reaction SMILES: [Br-:29].[CH2:34]1[O:35][CH2:36][CH2:37][CH2:38]1.[CH3:30][Mg+:31].[Cl-:32].[Cl:3][c:4]1[c:5]([CH2:6][O:7][C:8]([NH:9][c:10]2[n:11][n:12]([CH2:15][c:16]3[n:17][c:18]([CH:21]([OH:22])[OH:23])[o:19][cH:20]3)[n:13][cH:14]2)=[O:24])[cH:25][cH:26][cH:27][cH:28]1.[N:1]#[N:2].[NH4+:33]>>[Cl:3][c:4]1[c:5]([CH2:6][O:7][C:8]([NH:9][c:10]2[n:11][n:12]([CH2:15][c:16]3[n:17][c:18]([CH:21]([OH:22])[CH3:30])[o:19][cH:20]3)[n:13][cH:14]2)=[O:24])[cH:25][cH:26][cH:27][cH:28]1. The reactants are BrC=1N=CC(=NC1)N1C(=NC2=C1C=CC(=C2)C(=O)OC)C(F)(F)F (methyl 1-(5-bromopyrazin-2-yl)-2-(trifluoromethyl)-1H-benzo[d]imidazole-5-carboxylate), C(CN)N (ethane-1,2-diamine), FC1=C(C(=O)N)C(=CC=C1)F (2,6-difluorobenzamide), [O-]P(=O)([O-])[O-].[K+].[K+].[K+].O (K3PO4.H2O). The reagents and catalysts are [Cu]I (CuI). The solvent is O1CCOCC1 (1,4-dioxane), O (H2O). Run at time 45 minute. The product is FC1=C(C(=O)NC=2N=CC(=NC2)N2C(=NC3=C2C=CC(=C3)C(=O)OC)C(F)(F)F)C(=CC=C1)F (methyl 1-(5-(2,6-difluorobenzamido)pyrazin-2-yl)-2-(trifluoromethyl)-1H-benzo[d]imidazole-5-carboxylate). Isolated yield 4.2%. As a reaction SMILES: Br[C:2]1[N:3]=[CH:4][C:5]([N:8]2[C:12]3[CH:13]=[CH:14][C:15]([C:17]([O:19][CH3:20])=[O:18])=[CH:16][C:11]=3[N:10]=[C:9]2[C:21]([F:24])([F:23])[F:22])=[N:6][CH:7]=1.[F:25][C:26]1[CH:34]=[CH:33][CH:32]=[C:31]([F:35])[C:27]=1[C:28]([NH2:30])=[O:29].[O-]P([O-])([O-])=O.[K+].[K+].[K+].O.C(N)CN>O1CCOCC1.O.[Cu]I>[F:25][C:26]1[CH:34]=[CH:33][CH:32]=[C:31]([F:35])[C:27]=1[C:28]([NH:30][C:2]1[N:3]=[CH:4][C:5]([N:8]2[C:12]3[CH:13]=[CH:14][C:15]([C:17]([O:19][CH3:20])=[O:18])=[CH:16][C:11]=3[N:10]=[C:9]2[C:21]([F:22])([F:24])[F:23])=[N:6][CH:7]=1)=[O:29] |f:2.3.4.5.6|. Procedure details: Into a 50 mL 3-necked roundbottom flask purged and maintained with an inert atmosphere of nitrogen, was placed a solution of methyl 1-(5-bromopyrazin-2-yl)-2-(trifluoromethyl)-1H-benzo[d]imidazole-5-carboxylate (xii) (200 mg, 0.50 mmol) in 1,4-dioxane (10 mL). To this was added 2,6-difluorobenzamide (235.5 mg, 1.50 mmol), followed by addition of K3PO4.H2O (500 mg, 1.48 mmol). CuI (11.7 mg, 0.06 mmol) was then added to the mixture, followed by ethane-1,2-diamine (EDA) (3.2 mg, 0.05 mmol). The res... The reagents and catalysts are [Cl-].[Zn+2].[Cl-] (zinc (II) chloride). The yield is 41.2%. Product: C(CCC)C1=CC=C(C=C1)C=1C=CC=2C3=C(NC2C1F)C1=CC(=C(C=C1C3)C(=O)O)[N+](=O)[O-] (7-(4-Butyl-phenyl)-6-fluoro-3-nitro-5,10-dihydro-indeno[1,2-b]indole-2-carboxylic acid). RXN SMILES: [N+:1]([C:4]1[CH:12]=[C:11]2[C:7]([CH2:8][CH2:9][C:10]2=O)=[CH:6][C:5]=1[C:14]([OH:16])=[O:15])([O-:3])=[O:2].Cl.[CH2:18]([C:22]1[CH:27]=[CH:26][C:25]([C:28]2[CH:33]=[CH:32][CH:31]=[C:30]([NH:34]N)[C:29]=2[F:36])=[CH:24][CH:23]=1)[CH2:19][CH2:20][CH3:21]>[Cl-].[Zn+2].[Cl-].C(O)(=O)C>[CH2:18]([C:22]1[CH:23]=[CH:24][C:25]([C:28]2[CH:33]=[CH:32][C:31]3[C:9]4[CH2:8][C:7]5[C:11](=[CH:12][C:4]([N+:1]([O-:3])=[O:2])=[C:5]([C:14]([OH:16])=[O:15])[CH:6]=5)[C:10]=4[NH:34][C:30]=3[C:29]=2[F:36])=[CH:26][CH:27]=1)[CH2:19][CH2:20][CH3:21] |f:1.2,3.4.5|. Reaction conditions: temperature 105 celsius. Reactants: [N+](=O)([O-])C1=C(C=C2CCC(C2=C1)=O)C(=O)O (6-nitro-1-oxo-indan-5-carboxylic acid), Cl.C(CCC)C1=CC=C(C=C1)C1=C(C(=CC=C1)NN)F ((4′-Butyl-2-fluoro-biphenyl-3-yl)-hydrazine hydrochloride). Reported procedure: A sealable reaction vial was charged with 6-nitro-1-oxo-indan-5-carboxylic acid (26 mg, 0.12 mmol), (4′-Butyl-2-fluoro-biphenyl-3-yl)-hydrazine hydrochloride (example 78, step 1) (25 mg, 0.12 mmol), zinc (II) chloride (24 mg, 0.18 mmol), and acetic acid (1.5 mL), sealed, and heated to 105° C. overnight. Reaction was then cooled to RT, concentrated in vacuo, and purified by UV-triggered HPLC to afford 22 mg (41%) of 7-(4-Butyl-phenyl)-6-fluoro-3-nitro-5,10-dihydro-indeno[1,2-b]indole-2-carboxylic... Run in C(C)(=O)O (acetic acid). The reactants are N1=CC=CC2=CC=CC=C12 (Quinoline), C(=O)(O)C1=CC(=C(S1)C1=CC=C(C=C1)F)C1=CC=NC=C1 (5-carboxy-2-(4-fluorophenyl)-3-(pyridin-4-yl)thiophene). The reagents and catalysts are [Cu] (copper). Conditions: temperature 240 celsius, time 2.5 hour. Product: FC1=CC=C(C=C1)C=1SC=CC1C1=CC=NC=C1 (2-(4-Fluorophenyl)-3-(pyridin-4-yl)thiophene). Yield: 109.6%. RXN SMILES: N1C2C(=CC=CC=2)C=CC=1.C([C:14]1[S:18][C:17]([C:19]2[CH:24]=[CH:23][C:22]([F:25])=[CH:21][CH:20]=2)=[C:16]([C:26]2[CH:31]=[CH:30][N:29]=[CH:28][CH:27]=2)[CH:15]=1)(O)=O>[Cu]>[F:25][C:22]1[CH:21]=[CH:20][C:19]([C:17]2[S:18][CH:14]=[CH:15][C:16]=2[C:26]2[CH:31]=[CH:30][N:29]=[CH:28][CH:27]=2)=[CH:24][CH:23]=1. Procedure: Quinoline (42 ml) and copper powder (2.95 g, 46.4 mmol) were added to 5-carboxy-2-(4-fluorophenyl)-3-(pyridin-4-yl)thiophene (12.64 g (42.2 mmol), prepared as described in 2))), and the resulting mixture was stirred at 240° C. for 2.5 hours. At the end of this time, the reaction mixture was cooled to room temperature and was filtered off. The filtrate was partitioned between ethyl acetate and a saturated aqueous solution of ammonium chloride. The organic layer was washed with water, dried over a... The reactants are [H-].[Na+] (Sodium hydride), BrC=1C=C(C=CC1OC(F)(F)F)NC(C(F)(F)F)=O (N-[3-Bromo-4-(trifluoromethoxy)phenyl]trifluoroacetamide), O (Water), CI (methyl iodide). Solvent: CN(C)C=O (DMF). Conditions: temperature 0 celsius, time 20 minute. Product: CNC1=CC(=C(C=C1)OC(F)(F)F)Br (N-Methyl-3-bromo-4-(trifluoromethoxy)aniline). Isolated yield 24.7%. Reaction SMILES: [H-].[Na+].[Br:3][C:4]1[CH:5]=[C:6]([NH:15][C:16](=O)C(F)(F)F)[CH:7]=[CH:8][C:9]=1[O:10][C:11]([F:14])([F:13])[F:12].CI.O>CN(C=O)C>[CH3:16][NH:15][C:6]1[CH:7]=[CH:8][C:9]([O:10][C:11]([F:12])([F:13])[F:14])=[C:4]([Br:3])[CH:5]=1 |f:0.1|. Reported procedure: Sodium hydride (60% dispersion in mineral oil, 870 mg, 21.7 mmol) was added to a stirred, cooled (0° C.) solution of N-[3-Bromo-4-(trifluoromethoxy)phenyl]trifluoroacetamide (Description 50, 6.3 g, 18.0 mmol) in DMF (50 ml). The mixture was stirred at 0° C. for 20 min. and methyl iodide (1.35 ml, 21.7 mmol) was added over 5 min. The mixture was stirred at 0° C. for 45 min. and at room temperature for 4 h. Water (100 ml) was added and the mixture was extracted with ethyl acetate (3×100 ml). The c...